Task: describe an organic reaction: reactants, conditions, products, and yield. Dataset: the Open Reaction Database (ORD), a public repository of structured organic reaction records The reactants are FC1=CC=C(C=C1)C=1C(=NC=NC1N1CCC(CC1)C=1N(C=C(N1)C1=CC(=C(C=C1)F)C(F)(F)F)C)N (5-(4-Fluoro-phenyl)-6-{4-[4-(4-fluoro-3-trifluoromethyl-phenyl)-1-methyl-1H-imidazol-2-yl]-piperidin-1-yl}-pyrimidin-4-ylamine), BrC=1C(=NC=NC1)N1CCC(CC1)C=1N(C=C(N1)C1=CC(=C(C=C1)F)C(F)(F)F)C (5-bromo-4-{4-[4-(4-fluoro-3-trifluoromethyl-phenyl)-1-methyl-1H-imidazol-2-yl]-piperidin-1-yl}-pyrimidine). The product is FC1=CC=C(C=C1)C=1C(=NC=NC1)N1CCC(CC1)C=1N(C=C(N1)C1=CC(=C(C=C1)F)C(F)(F)F)C (5-(4-Fluoro-phenyl)-4-{4-[4-(4-fluoro-3-trifluoromethyl-phenyl)-1-methyl-1H-imidazol-2-yl]-piperidin-1-yl}-pyrimidine). RXN SMILES: [F:1][C:2]1[CH:7]=[CH:6][C:5]([C:8]2[C:9](N)=[N:10][CH:11]=[N:12][C:13]=2[N:14]2[CH2:19][CH2:18][CH:17]([C:20]3[N:21]([CH3:36])[CH:22]=[C:23]([C:25]4[CH:30]=[CH:29][C:28]([F:31])=[C:27]([C:32]([F:35])([F:34])[F:33])[CH:26]=4)[N:24]=3)[CH2:16][CH2:15]2)=[CH:4][CH:3]=1.BrC1C(N2CCC(C3N(C)C=C(C4C=CC(F)=C(C(F)(F)F)C=4)N=3)CC2)=NC=NC=1>>[F:1][C:2]1[CH:3]=[CH:4][C:5]([C:8]2[C:13]([N:14]3[CH2:15][CH2:16][CH:17]([C:20]4[N:21]([CH3:36])[CH:22]=[C:23]([C:25]5[CH:30]=[CH:29][C:28]([F:31])=[C:27]([C:32]([F:33])([F:34])[F:35])[CH:26]=5)[N:24]=4)[CH2:18][CH2:19]3)=[N:12][CH:11]=[N:10][CH:9]=2)=[CH:6][CH:7]=1. Procedure details: The title compound was prepared in an analogous manner as 5-(4-Fluoro-phenyl)-6-{4-[4-(4-fluoro-3-trifluoromethyl-phenyl)-1-methyl-1H-imidazol-2-yl]-piperidin-1-yl}-pyrimidin-4-ylamine using 5-bromo-4-{4-[4-(4-fluoro-3-trifluoromethyl-phenyl)-1-methyl-1H-imidazol-2-yl]-piperidin-1-yl}-pyrimidine instead of 5-Bromo-6-{4-[4-(4-fluoro-3-trifluoromethyl-phenyl)-1-methyl-1H-imidazol-2-yl]-piperidin-1-yl}-pyrimidin-4-ylamine. LC-MS: (M+1=500, obsd.=500). Reactants: ice water, [OH-].[Na+] (sodium hydroxide), CC1(OC=2C(C1)C(C(=C(C2C)C)[N+](=O)[O-])C)C=O (2,4,6,7-tetramethyl-5-nitrodihydrobenzofuran-2-aldehyde), C1NCCC=2C3=CC=CC=C3NC12 (2,3,4,9-tetrahydro-1H-beta-carboline), C(C)(=O)O[BH-](OC(C)=O)OC(C)=O.[Na+] (sodium triacetoxyborohydride). Run in C(C)(=O)O (acetic acid), C(Cl)Cl (methylene chloride). Conditions: time 8 hour. The product is [N+](=O)([O-])C1=C(C(=C2C(CC(O2)(C)CN2CC=3NC4=CC=CC=C4C3CC2)C1C)C)C ((±)-2-(5-nitro-2,4,6,7-tetramethyldihydrobenzofuran-2-ylmethyl)-2,3,4,9-tetrahydro-1-H-beta-carboline). Yield: 45.9%. Reaction SMILES: [CH3:1][C:2]1([CH:17]=O)[CH2:6][CH:5]2[CH:7]([CH3:16])[C:8]([N+:13]([O-:15])=[O:14])=[C:9]([CH3:12])[C:10]([CH3:11])=[C:4]2[O:3]1.[CH2:19]1[C:31]2[NH:30][C:29]3[C:24](=[CH:25][CH:26]=[CH:27][CH:28]=3)[C:23]=2[CH2:22][CH2:21][NH:20]1.C(O[BH-](OC(=O)C)OC(=O)C)(=O)C.[Na+].[OH-].[Na+]>C(O)(=O)C.C(Cl)Cl>[N+:13]([C:8]1[CH:7]([CH3:16])[CH:5]2[CH2:6][C:2]([CH2:17][N:20]3[CH2:21][CH2:22][C:23]4[C:24]5[C:29](=[CH:28][CH:27]=[CH:26][CH:25]=5)[NH:30][C:31]=4[CH2:19]3)([CH3:1])[O:3][C:4]2=[C:10]([CH3:11])[C:9]=1[CH3:12])([O-:15])=[O:14] |f:2.3,4.5|. Procedure details: 2.0 g of 2,4,6,7-tetramethyl-5-nitrodihydrobenzofuran-2-aldehyde, 1.52 g of 2,3,4,9-tetrahydro-1H-beta-carboline, 50 ml of methylene chloride, 0.8 ml of acetic acid and 2.04 g of sodium triacetoxyborohydride were added, followed by stirring overnight at room temperature. The mixture was poured into ice-water and an aqueous sodium hydroxide solution was added. The reaction solution was extracted with chloroform, washed with saturated saline and dried over anhydrous magnesium sulfate and, after th... Starting materials: CC1=NOC(=C1C1=C(C=C2C(=C(C=NC2=C1)N)NCC1CCOCC1)OC)C (7-(3,5-Dimethylisoxazol-4-yl)-6-methoxy-N4-((tetrahydro-2H-pyran-4-yl)methyl)quinoline-3,4-diamine), CC1=NOC(=C1C1=C(C=C2C(=C(C=NC2=C1)N)NCC1CCOCC1)OC)C (7-(3,5-Dimethylisoxazol-4-yl)-6-methoxy-N4-((tetrahydro-2H-pyran-4-yl)methyl)quinoline-3,4-diamine), [Cl-].ClC(=[N+](C)C)Cl (N-(dichloromethylene)-N-methylmethanaminium chloride). The solvent is C(C)#N (acetonitrile), CS(=O)C (DMSO). Reaction conditions: temperature 120 celsius. Product: CC1=NOC(=C1C=1C(=CC=2C3=C(C=NC2C1)N=C(N3CC3CCOCC3)N(C)C)OC)C (7-(3,5-dimethylisoxazol-4-yl)-8-methoxy-N,N-dimethyl-1-((tetrahydro-2H-pyran-4-yl)methyl)-1H-imidazo[4,5-c]quinolin-2-amine). The yield is 77.1%. As a reaction SMILES: [CH3:1][C:2]1[C:6]([C:7]2[CH:16]=[C:15]3[C:10]([C:11]([NH:18][CH2:19][CH:20]4[CH2:25][CH2:24][O:23][CH2:22][CH2:21]4)=[C:12]([NH2:17])[CH:13]=[N:14]3)=[CH:9][C:8]=2[O:26][CH3:27])=[C:5]([CH3:28])[O:4][N:3]=1.[Cl-].Cl[C:31](Cl)=[N+:32]([CH3:34])[CH3:33]>C(#N)C.CS(C)=O>[CH3:1][C:2]1[C:6]([C:7]2[C:8]([O:26][CH3:27])=[CH:9][C:10]3[C:11]4[N:18]([CH2:19][CH:20]5[CH2:21][CH2:22][O:23][CH2:24][CH2:25]5)[C:31]([N:32]([CH3:34])[CH3:33])=[N:17][C:12]=4[CH:13]=[N:14][C:15]=3[CH:16]=2)=[C:5]([CH3:28])[O:4][N:3]=1 |f:1.2|. Procedure details: 7-(3,5-Dimethylisoxazol-4-yl)-6-methoxy-N4-((tetrahydro-2H-pyran-4-yl)methyl)quinoline-3,4-diamine (for preparation see intermediate 17) (50 mg, 0.131 mmol) and N-(dichloromethylene)-N-methylmethanaminium chloride (available from Aldrich) (42.5 mg, 0.261 mmol) were combined in anhydrous acetonitrile (0.5 ml) and heated at 120° C. for 10 min (microwave). The reaction mixture was reduced to dryness under a stream of nitrogen and the residue dissolved in DMSO (1 ml) and purified by MDAP (HpH). The ... Starting materials: CN1CC=2N=C(N=C(C2C1)N1[C@H](COCC1)C)C1=CC=C(N)C=C1 ((S)-4-(6-methyl-4-(3-methylmorpholino)-6,7-dihydro-5H-pyrrolo[3,4-d]pyrimidin-2-yl)aniline), CN1CC=2N=C(N=C(C2C1)N1[C@H](COCC1)C)C1=CC=C(N)C=C1 ((S)-4-(6-methyl-4-(3-methylmorpholino)-6,7-dihydro-5H-pyrrolo[3,4-d]pyrimidin-2-yl)aniline), C(=O)(O)[O-].[Na+] (NaHCO3), ClC(=O)OC1=CC=CC=C1 (phenyl chloroformate). The solvent is C1CCOC1 (THF). Conditions: temperature 20 celsius, time 2 hour. Yields the product CN1CC=2N=C(N=C(C2C1)N1[C@H](COCC1)C)C1=CC=C(C=C1)NC(OC1=CC=CC=C1)=O ((S)-phenyl 4-(6-methyl-4-(3-methylmorpholino)-6,7-dihydro-5H-pyrrolo[3,4-d]pyrimidin-2-yl)phenylcarbamate). Isolated yield 99.4%. RXN SMILES: [CH3:1][N:2]1[CH2:10][C:9]2[C:8]([N:11]3[CH2:16][CH2:15][O:14][CH2:13][C@@H:12]3[CH3:17])=[N:7][C:6]([C:18]3[CH:24]=[CH:23][C:21]([NH2:22])=[CH:20][CH:19]=3)=[N:5][C:4]=2[CH2:3]1.C([O-])(O)=O.[Na+].Cl[C:31]([O:33][C:34]1[CH:39]=[CH:38][CH:37]=[CH:36][CH:35]=1)=[O:32]>C1COCC1>[CH3:1][N:2]1[CH2:10][C:9]2[C:8]([N:11]3[CH2:16][CH2:15][O:14][CH2:13][C@@H:12]3[CH3:17])=[N:7][C:6]([C:18]3[CH:24]=[CH:23][C:21]([NH:22][C:31](=[O:32])[O:33][C:34]4[CH:39]=[CH:38][CH:37]=[CH:36][CH:35]=4)=[CH:20][CH:19]=3)=[N:5][C:4]=2[CH2:3]1 |f:1.2|. Procedure details: To a stirring solution of (S)-4-(6-methyl-4-(3-methylmorpholino)-6,7-dihydro-5H-pyrrolo[3,4-d]pyrimidin-2-yl)aniline (intermediate 9) (311 mg, 0.96 mmol) and NaHCO3 (120 mg, 1.43 mmol) in dry THF, was added phenyl chloroformate (133 μL, 1.05 mmol) dropwise. The reaction mixture was stirred at room temperature (20° C.) for 2 hours, before partitioning the crude reaction mixture between water and EtOAc. The phases were separated and the organic layer dried over magnesium sulphate, filtered and the... Reactants: C12C(C(C(CC1)CC2)=O)=O (bicyclo[2.2.2]octane-2,3-dione), COP(OC)(=O)CC(=O)C1=C(C=C(C=C1)F)C(F)(F)F ([2-(4-fluoro-2-trifluoromethyl-phenyl)-2-oxo-ethyl]-phosphonic acid dimethyl ester), O.NN (hydrazine monohydrate). Product: FC1=CC(=C(C=C1)C=1N=NC=2C3CCC(C2C1)CC3)C(F)(F)F (3-[4-fluoro-2-(trifluoromethyl)phenyl]-5,6,7,8-tetrahydro-5,8-ethanocinnoline). RXN SMILES: [CH:1]12[CH2:8][CH2:7][CH:4]([CH2:5][CH2:6]1)[C:3](=O)[C:2]2=O.COP([CH2:17][C:18]([C:20]1[CH:25]=[CH:24][C:23]([F:26])=[CH:22][C:21]=1[C:27]([F:30])([F:29])[F:28])=O)(=O)OC.O.[NH2:32][NH2:33]>>[F:26][C:23]1[CH:24]=[CH:25][C:20]([C:18]2[N:32]=[N:33][C:2]3[CH:1]4[CH2:8][CH2:7][CH:4]([C:3]=3[CH:17]=2)[CH2:5][CH2:6]4)=[C:21]([C:27]([F:30])([F:29])[F:28])[CH:22]=1 |f:2.3|. Reported procedure: White solid MS (ESI): 323.1 (MH+). Prepared from bicyclo[2.2.2]octane-2,3-dione, [2-(4-fluoro-2-trifluoromethyl-phenyl)-2-oxo-ethyl]-phosphonic acid dimethyl ester, hydrazine monohydrate. Starting materials: O[C@H]1CC[C@@H]2[C@@H](OC3=C2C=C(C(=C3)CC=C)O)C1 ((4aS*,9bS*,3S*)-3,8-Dihydroxy-1,2,3,4,4a,9b-hexahydro-7-(2-propenyl)dibenzofuran). The reagents and catalysts are [Pd] (Pd/C). The solvent is C(C)(=O)OCC (ethyl acetate). Yields the product O[C@H]1CC[C@@H]2[C@@H](OC3=C2C=C(C(=C3)CCC)O)C1 ((4aS*,9bS*,3S*)-3,8-Dihydroxy-1,2,3,4,4a,9b-hexahydro-7-propyldibenzofuran). Isolated yield 81.9%. Reaction SMILES: [OH:1][C@@H:2]1[CH2:18][C@@H:6]2[O:7][C:8]3[CH:13]=[C:12]([CH2:14][CH:15]=[CH2:16])[C:11]([OH:17])=[CH:10][C:9]=3[C@@H:5]2[CH2:4][CH2:3]1>C(OCC)(=O)C.[Pd]>[OH:1][C@@H:2]1[CH2:18][C@@H:6]2[O:7][C:8]3[CH:13]=[C:12]([CH2:14][CH2:15][CH3:16])[C:11]([OH:17])=[CH:10][C:9]=3[C@@H:5]2[CH2:4][CH2:3]1. Procedure: A solution of 0.125 g (0.59 mmol) of the product of Example 5, Step C and 50 mg of 5% Pd/C in 10 mL of ethyl acetate was shaken under 40 psi H2 for 1 h. The solution was filtered through Celite and the filtrate concentrated to a colorless oil that crystallized from ethyl acetate-hexane to afford 0.120 g (98%) of white prisms. The reactants are FC1=CC=C(C=C1)[N+](=O)[O-] (4-fluoronitrobenzene), C1(=CC=CC=C1)S (thiophenol). Product: C1(=CC=CC=C1)SC1=CC=C(N)C=C1 (4-(phenylthio)aniline). As a reaction SMILES: F[C:2]1[CH:7]=[CH:6][C:5]([N+:8]([O-])=O)=[CH:4][CH:3]=1.[C:11]1([SH:17])[CH:16]=[CH:15][CH:14]=[CH:13][CH:12]=1>>[C:11]1([S:17][C:2]2[CH:7]=[CH:6][C:5]([NH2:8])=[CH:4][CH:3]=2)[CH:16]=[CH:15][CH:14]=[CH:13][CH:12]=1. Procedure: The titled compound was prepared from 4-fluoronitrobenzene and thiophenol using the procedures in Steps 1 and 2 of Example 8. The reactants are N1(CCCCC1)CCC1CC2=CC=C(C=C2CC1)OCC1=CC=C(C(=O)[O-])C=C1 (4-[[2-(2-piperidinoethyl)-6-tetralinyl]oxymethyl]benzoate), C([O-])(O)=O.[Na+] (sodium bicarbonate), CC(C(=O)Cl)(C)C (trimethylacetyl chloride), NC1=NC2=CC=CC=C2C=C1 (2-aminoquinoline). Run in C1CCOC1 (THF), C(C)N(CC)CC (Triethylamine), C(C)(=O)OCC (ethyl acetate), C1CCOC1 (THF). Reaction conditions: time 30 minute. Yields the product N1(CCCCC1)CCC1CC2=CC=C(C=C2CC1)OCC1=CC=C(C(=O)NC2=NC3=CC=CC=C3C=C2)C=C1 (4-[[2-(2-Piperidinoethyl)-6-tetralinyl]oxymethyl]-N-(2-quinolinyl)benzamide). Isolated yield 11.3%. As a reaction SMILES: [N:1]1([CH2:7][CH2:8][CH:9]2[CH2:18][CH2:17][C:16]3[C:11](=[CH:12][CH:13]=[C:14]([O:19][CH2:20][C:21]4[CH:29]=[CH:28][C:24]([C:25]([O-])=[O:26])=[CH:23][CH:22]=4)[CH:15]=3)[CH2:10]2)[CH2:6][CH2:5][CH2:4][CH2:3][CH2:2]1.CC(C)(C)C(Cl)=O.[NH2:37][C:38]1[CH:47]=[CH:46][C:45]2[C:40](=[CH:41][CH:42]=[CH:43][CH:44]=2)[N:39]=1.C(=O)(O)[O-].[Na+]>C(OCC)(=O)C.C1COCC1.C(N(CC)CC)C>[N:1]1([CH2:7][CH2:8][CH:9]2[CH2:18][CH2:17][C:16]3[C:11](=[CH:12][CH:13]=[C:14]([O:19][CH2:20][C:21]4[CH:22]=[CH:23][C:24]([C:25]([NH:37][C:38]5[CH:47]=[CH:46][C:45]6[C:40](=[CH:41][CH:42]=[CH:43][CH:44]=6)[N:39]=5)=[O:26])=[CH:28][CH:29]=4)[CH:15]=3)[CH2:10]2)[CH2:2][CH2:3][CH2:4][CH2:5][CH2:6]1 |f:3.4|. Reported procedure: Triethylamine (0.22 ml) was added to THF suspension (6 ml) of 4-[[2-(2-piperidinoethyl)-6-tetralinyl]oxymethyl]benzoate (300 mg). Further, trimethylacetyl chloride (0.095 ml) was added dropwise to under ice-cooling, which was stirred for 30 minutes. The temperature of the reaction mixture was raised to room temperature, which was stirred for 1 hour. THF solution (1.0 ml) of 2-aminoquinoline (170 mg) was added dropwise to the reaction mixture under ice-cooling, which was stirred at room temperatu... Reactants: CSC1=CC=C(N)C=C1 (4-(methylmercapto)aniline), [O-]C#N.[Na+] (sodium cyanate). Solvent: C(C)(=O)O (acetic acid), O (water), O (water). Run at time 15 minute. The product is CSC1=CC=C(C=C1)NC(=O)N (N-(4-methylthiophenyl)urea). Isolated yield 96.8%. RXN SMILES: [CH3:1][S:2][C:3]1[CH:9]=[CH:8][C:6]([NH2:7])=[CH:5][CH:4]=1.[O-:10][C:11]#[N:12].[Na+]>C(O)(=O)C.O>[CH3:1][S:2][C:3]1[CH:9]=[CH:8][C:6]([NH:7][C:11]([NH2:12])=[O:10])=[CH:5][CH:4]=1 |f:1.2|. Reported procedure: A solution of 30 g (170 mmol) of 4-(methylmercapto)aniline dissolved in 83 ml of acetic acid and 165 ml of water was heated to 40° C. Once warmed to 40° C. a solution of sodium cyanate (22.2 g; 340 mmol) in 150 ml of water was slowly added. The resulting suspension was stirred for 15 minutes and then allowed to sit for 2 hours. Filtration of the suspension provided 29.98 g of title compound. m.p. 155°-159° C.